This data is from the Open Reaction Database (ORD), a public repository of structured organic reaction records. The task is: describe an organic reaction: reactants, conditions, products, and yield The reactants are CC12N3CCN4CCCN(CCN1CC3C(C=C)OC)C42C (1-(9b,9c-dimethyldecahydro-2a,4a,7a,9a-tetraazacyclopenta[cd]phenalen-1-yl)allyl-oxymethane), [OH-].[Na+] (NaOH). Run in O (water). The product is N1CCNC(CNCCNCCC1)C(C=C)OC (1-(1,4,7,10-tetraazacyclotridec-5-yl)allyloxymethane). RXN SMILES: C[C:2]12[C:21]3(C)[N:6]4[CH2:7][CH2:8][CH2:9][N:10]3[CH2:11][CH2:12][N:13]1[CH2:14][CH:15]([CH:16]([O:19][CH3:20])[CH:17]=[CH2:18])[N:3]2CC4.[OH-].[Na+]>O>[NH:6]1[CH2:7][CH2:8][CH2:9][NH:10][CH2:11][CH2:12][NH:13][CH2:14][CH:15]([CH:16]([O:19][CH3:20])[CH:17]=[CH2:18])[NH:3][CH2:2][CH2:21]1 |f:1.2|. Reported procedure: This product is obtained according to a procedure identical to that described in example B from 0.8 g (2.61 mmol) of compound 17. Compound 18·4HCl is isolated in the form of an off-white powder. This powder is dissolved in the minimum amount of water and the solution is brought to basic pH by addition of NaOH pellets. After extraction with 3×100 ml of chloroform and drying over MgSO4, the solvents are evaporated.